From a dataset of the Open Reaction Database (ORD), a public repository of structured organic reaction records. describe an organic reaction: reactants, conditions, products, and yield Starting materials: NC(C(=O)OCC)CCCCB1OC(C(O1)(C)C)(C)C (ethyl 2-amino-6-(4,4,5,5-tetramethyl-1,3,2-dioxaborolan-2-yl)hexanoate), ClC1=CC=C(C=O)C=C1 (4-chlorobenzaldehyde), C(C)(=O)O[BH-](OC(C)=O)OC(C)=O.[Na+] (sodium triacetoxyborohydride). Solvent: C(C)(=O)OCC (ethyl acetate), ClCCCl (1,2-dichloroethane). Run at time 10 minute. Yields the product ClC1=CC=C(CNC(C(=O)OCC)CCCCB2OC(C(O2)(C)C)(C)C)C=C1 (ethyl 2-(4-chlorobenzylamino)-6-(4,4,5,5-tetramethyl-1,3,2-dioxaborolan-2-yl)hexanoate). Yield: 34.3%. RXN SMILES: [NH2:1][CH:2]([CH2:8][CH2:9][CH2:10][CH2:11][B:12]1[O:16][C:15]([CH3:18])([CH3:17])[C:14]([CH3:20])([CH3:19])[O:13]1)[C:3]([O:5][CH2:6][CH3:7])=[O:4].[Cl:21][C:22]1[CH:29]=[CH:28][C:25]([CH:26]=O)=[CH:24][CH:23]=1.C(O[BH-](OC(=O)C)OC(=O)C)(=O)C.[Na+]>ClCCCl.C(OCC)(=O)C>[Cl:21][C:22]1[CH:29]=[CH:28][C:25]([CH2:26][NH:1][CH:2]([CH2:8][CH2:9][CH2:10][CH2:11][B:12]2[O:16][C:15]([CH3:18])([CH3:17])[C:14]([CH3:19])([CH3:20])[O:13]2)[C:3]([O:5][CH2:6][CH3:7])=[O:4])=[CH:24][CH:23]=1 |f:2.3|. Procedure details: A solution of ethyl 2-amino-6-(4,4,5,5-tetramethyl-1,3,2-dioxaborolan-2-yl)hexanoate (119 mg, 0.42 mmol) in 1,2-dichloroethane (1 mL) was treated with 4-chlorobenzaldehyde (89 mg, 0.63 mmol). After stirring for 10 minutes, sodium triacetoxyborohydride (230 mg, 1.05 mmol) was added and stirring was continued for 18 hours. The reaction was diluted with ethyl acetate, washed with saturated aq sodium bicarbonate and sat'd aq sodium chloride, dried over MgSO4, and concentrated. Purification by column... RXN SMILES: [CH3:1][O:2][C:3]1[CH:8]=[CH:7][CH:6]=[CH:5][C:4]=1[CH:9]=[CH:10][C:11]([NH:13][C@H:14]([C:25]([O:27]C)=[O:26])[CH2:15][C:16]1[C:24]2[C:19](=[CH:20][CH:21]=[CH:22][CH:23]=2)[NH:18][CH:17]=1)=[O:12].[OH-].[Na+:30]>CO>[CH3:1][O:2][C:3]1[CH:8]=[CH:7][CH:6]=[CH:5][C:4]=1[CH:9]=[CH:10][C:11]([NH:13][C@H:14]([C:25]([O-:27])=[O:26])[CH2:15][C:16]1[C:24]2[C:19](=[CH:20][CH:21]=[CH:22][CH:23]=2)[NH:18][CH:17]=1)=[O:12].[Na+:30] |f:1.2,4.5|. Isolated yield 55.0%. The reactants are COC1=C(C=CC=C1)C=CC(=O)N[C@@H](CC1=CNC2=CC=CC=C12)C(=O)OC (Methyl Nα-[3-(2-Methoxyphenyl)acryloyl]-L-Tryptophanate), [OH-].[Na+] (sodium hydroxide). Yields the product COC1=C(C=CC=C1)C=CC(=O)N[C@@H](CC1=CNC2=CC=CC=C12)C(=O)[O-].[Na+] (Sodium Nα-[3-(2-Methoxyphenyl)acryloyl]-L-Tryptophanate). Run in CO (methanol). Reported procedure: The same procedures as in Example 60 were carried out from the compound obtained in Example 11 (5.2 g), 1 mol/L of an aqueous sodium hydroxide solution (42 mL), and methanol (150 mL), to give the captioned compound (2.9 g, 55%) as crystals.